This data is from the Open Reaction Database (ORD), a public repository of structured organic reaction records. The task is: describe an organic reaction: reactants, conditions, products, and yield Run in C(C)(=O)OCC (ethyl acetate), COCCO (2-methoxyethanol). Procedure: To a flask equipped with a stirrer, dropping funnel, condenser and gas inlet tube maintained under a nitrogen atmosphere, there is added 50 g. (0.89) moles of potassium hydroxide in one liter of 2-methoxyethanol. Stirring is initiated and 100 g. (0.79 mole) of anhydrous phloroglucinol is added in three portions, followed by the addition of 100 g. (0.80 mole) of 1-acetyl-cyclohexene while maintaining the temperature at 50° C. The resulting solution is refluxed at 140° C. for 4 hours. After coolin... Product: OC1=CC=2CC(C3CCCCC3C2C(=C1)O)=O (2,4-dihydroxy-4b,5,6,7,8,8a,9,10-octahydro-9-oxo-phenanthrene). Reaction SMILES: [OH-].[K+].[C:3]1([CH:11]=[C:9]([OH:10])[CH:8]=[C:6]([OH:7])[CH:5]=1)O.[C:12]([C:15]1[CH2:20][CH2:19][CH2:18][CH2:17][CH:16]=1)(=[O:14])[CH3:13].C(O)(=O)C>COCCO.C(OCC)(=O)C>[OH:7][C:6]1[CH:8]=[C:9]([OH:10])[C:11]2[CH:20]3[CH:15]([CH2:16][CH2:17][CH2:18][CH2:19]3)[C:12](=[O:14])[CH2:13][C:3]=2[CH:5]=1 |f:0.1|. The reactants are C(C)(=O)O (acetic acid), ( 0.89 ), C(C)(=O)C1=CCCCC1 (1-acetyl-cyclohexene), [OH-].[K+] (potassium hydroxide), C1(O)=CC(O)=CC(O)=C1 (phloroglucinol). Conditions: temperature 140 celsius. Reactants: FC=1C=C(C#N)C=CC1\C=C\C=C\C=O (3-fluoro-4-[(1E,3E)-5-oxo-1,3-pentadienyl]benzonitrile), FC1=C(C=CC(=C1)F)[C@@](CN1N=CN=C1)([C@@H](C)SC(CO)CO)O ((2R,3R)-2-(2,4-difluorophenyl)-3-[[1-(hydroxymethyl)-2-hydroxyethyl]thio]-1-(1H-1,2,4-triazol-1-yl)-2-butanol), O.C1(=CC=C(C=C1)S(=O)(=O)O)C (p-toluenesulfonic acid monohydrate). Run in O1CCCC1 (tetrahydrofuran). Conditions: time 30 minute. Yields the product C(#N)C1=CC(=C(C=C1)/C=C/C=C/[C@@H]1OC[C@H](CO1)S[C@@H]([C@@](CN1N=CN=C1)(O)C1=C(C=C(C=C1)F)F)C)F ((2R,3R)-3-[[trans-2-[(1E,3E)-4-(4-Cyano-2-fluorophenyl)-1,3-butadien-1-yl]-1,3-dioxan-5-yl]thio]-2-(2,4-difluorophenyl)-1-(1H-1,2,4-triazol-1-yl)-2-butanol). The yield is 74.9%. RXN SMILES: [F:1][C:2]1[CH:3]=[C:4]([CH:7]=[CH:8][C:9]=1/[CH:10]=[CH:11]/[CH:12]=[CH:13]/[CH:14]=[O:15])[C:5]#[N:6].[F:16][C:17]1[CH:22]=[C:21]([F:23])[CH:20]=[CH:19][C:18]=1[C@:24]([OH:39])([C@H:31]([S:33][CH:34]([CH2:37]O)[CH2:35][OH:36])[CH3:32])[CH2:25][N:26]1[CH:30]=[N:29][CH:28]=[N:27]1.O.C1(C)C=CC(S(O)(=O)=O)=CC=1>O1CCCC1>[C:5]([C:4]1[CH:7]=[CH:8][C:9](/[CH:10]=[CH:11]/[CH:12]=[CH:13]/[C@H:14]2[O:36][CH2:35][C@H:34]([S:33][C@H:31]([CH3:32])[C@:24]([C:18]3[CH:19]=[CH:20][C:21]([F:23])=[CH:22][C:17]=3[F:16])([OH:39])[CH2:25][N:26]3[CH:30]=[N:29][CH:28]=[N:27]3)[CH2:37][O:15]2)=[C:2]([F:1])[CH:3]=1)#[N:6] |f:2.3|. Reported procedure: A mixture of 4.63 g (23.0 mmol) of 3-fluoro-4-[(1E,3E)-5-oxo-1,3-pentadienyl]benzonitrile [produced as described in Step 1(ii) above], 8.73 g (24.3 mmol of (2R,3R)-2-(2,4-difluorophenyl)-3-[[1-(hydroxymethyl)-2-hydroxyethyl]thio]-1-(1H-1,2,4-triazol-1-yl)-2-butanol [produced as described in Japanese Patent Application (Kokai) Hei 8-333350)], 5.07 g (26.7 mmol) of p-toluenesulfonic acid monohydrate and 200 ml of anhydrous tetrahydrofuran was allowed to stand at ambient temperature for 30 minutes.... Reactants: BrC1=CC(=C(C=C[N+](=O)[O-])C=C1)F (4-Bromo-2-fluoronitro styrene). The solvent is C1CCOC1 (THF), C1CCOC1 (THF). Run at temperature 0 celsius, time 30 minute. The product is BrC1=CC(=C(C=C1)CCN)F (2-(4-bromo-2-fluorophenyl)ethylamine). RXN SMILES: [Br:1][C:2]1[CH:12]=[CH:11][C:5]([CH:6]=[CH:7][N+:8]([O-])=O)=[C:4]([F:13])[CH:3]=1>C1COCC1>[Br:1][C:2]1[CH:12]=[CH:11][C:5]([CH2:6][CH2:7][NH2:8])=[C:4]([F:13])[CH:3]=1. Reported procedure: 4-Bromo-2-fluoronitro styrene (1 equivalent) in THF (0.2 M) was cooled to 0° C. and treated with 1.0 M BH3 in THF (5 equivalents). The reaction was heated to reflux overnight. The reaction was cooled to 0° C. and quenched with H2O then 1 N HCl until a pH of about 2 was achieved. The reaction was stirred for 30 minutes at room temperature and then extracted with ether (3×). The aqueous layer was made basic with 5% NaOH solution. The aqueous layer was then extracted into ether (3×). The combined o... Starting materials: CC1=NC2=C(N1)CCCC2C (2,4-Dimethyl-4,5,6,7-tetrahydro-1H-benzimidazole), C(C1=CC=CC=C1)(=O)Cl (benzoyl chloride), TEA. The solvent is C(C)#N (acetonitrile). Product: Cl.CC1CCCC=2NC(=NC21)CC(=O)C2=CC=CC=C2 (2-(4-Methyl-4,5,6,7-tetrahydro-1H-benzimidazol-2-yl)-1-phenylethanone hydrochloride). RXN SMILES: [CH3:1][C:2]1[NH:6][C:5]2[CH2:7][CH2:8][CH2:9][CH:10]([CH3:11])[C:4]=2[N:3]=1.[C:12]([Cl:20])(=[O:19])[C:13]1[CH:18]=[CH:17][CH:16]=[CH:15][CH:14]=1>C(#N)C>[ClH:20].[CH3:11][CH:10]1[C:4]2[N:3]=[C:2]([CH2:1][C:12]([C:13]3[CH:18]=[CH:17][CH:16]=[CH:15][CH:14]=3)=[O:19])[NH:6][C:5]=2[CH2:7][CH2:8][CH2:9]1 |f:3.4|. Procedure: The compound is prepared as described in example XVII with 1.00 g (6.66 mmol) 2,4-Dimethyl-4,5,6,7-tetrahydro-1H-benzimidazole (example XI, step 1), 3.09 g (21.97 mmol) of benzoyl chloride and 2.36 g (23.30 mmol) of TEA in 20 ml acetonitrile. Reactants: COC1CCCCC1O, [O-]Cl, ClCCl, [I-], [K+], [Na+], [Na+], O=S([O-])O, O=S(=O)(O)O. Product: COC1CCCCC1=O. RXN SMILES: [CH3:1][O:2][CH:3]1[CH:4]([OH:9])[CH2:5][CH2:6][CH2:7][CH2:8]1.[Cl:15][O-:16].[Cl:25][CH2:26][Cl:27].[I-:24].[K+:23].[Na+:17].[Na+:18].[OH:19][S:20](=[O:21])[O-:22].[S:10](=[O:11])(=[O:12])([OH:13])[OH:14]>>[CH3:1][O:2][CH:3]1[C:4](=[O:9])[CH2:5][CH2:6][CH2:7][CH2:8]1. Reactants: O=C(NCCC1CC1)c1ccc(N2CCNCC2)nn1, O=C(Cl)c1ccccc1F. The product is O=C(NCCC1CC1)c1ccc(N2CCN(C(=O)c3ccccc3F)CC2)nn1. Reaction SMILES: [CH:11]1([CH2:14][CH2:15][NH:16][C:17](=[O:18])[c:19]2[n:20][n:21][c:22]([N:25]3[CH2:26][CH2:27][NH:28][CH2:29][CH2:30]3)[cH:23][cH:24]2)[CH2:12][CH2:13]1.[F:1][c:2]1[c:3]([C:4](=[O:5])[Cl:6])[cH:7][cH:8][cH:9][cH:10]1>>[F:1][c:2]1[c:3]([C:4](=[O:5])[N:28]2[CH2:27][CH2:26][N:25]([c:22]3[n:21][n:20][c:19]([C:17]([NH:16][CH2:15][CH2:14][CH:11]4[CH2:12][CH2:13]4)=[O:18])[cH:24][cH:23]3)[CH2:30][CH2:29]2)[cH:7][cH:8][cH:9][cH:10]1. Starting materials: BrCC1=CC=C(C=O)C=C1 (4-(bromomethyl)-benzaldehyde), S(=O)(=O)(O)C1=CC=C(C)C=C1.C1(CCCC1)OC([C@@H](N)CC(C)C)=O (L-leucine cyclopentyl ester tosylate), C(C)(=O)O[BH-](OC(C)=O)OC(C)=O.[Na+] (sodium triacetoxyborohydride), C(C)(=O)OCC (ethyl acetate). Solvent: ClC(C)Cl (dichloroethane). Conditions: time 1 hour. The product is BrCC1=CC=C(CN[C@@H](CC(C)C)C(=O)OC2CCCC2)C=C1 (1—cyclopentyl N-[4-(bromomethyl)benzyl]-L-leucinate). Isolated yield 83.3%. As a reaction SMILES: [Br:1][CH2:2][C:3]1[CH:10]=[CH:9][C:6]([CH:7]=O)=[CH:5][CH:4]=1.S(C1C=CC(C)=CC=1)(O)(=O)=O.[CH:22]1([O:27][C:28](=[O:35])[C@H:29]([CH2:31][CH:32]([CH3:34])[CH3:33])[NH2:30])[CH2:26][CH2:25][CH2:24][CH2:23]1.C(O[BH-](OC(=O)C)OC(=O)C)(=O)C.[Na+].C(OCC)(=O)C>ClC(Cl)C>[Br:1][CH2:2][C:3]1[CH:10]=[CH:9][C:6]([CH2:7][NH:30][C@H:29]([C:28]([O:27][CH:22]2[CH2:23][CH2:24][CH2:25][CH2:26]2)=[O:35])[CH2:31][CH:32]([CH3:34])[CH3:33])=[CH:5][CH:4]=1 |f:1.2,3.4|. Reported procedure: To a solution of 4-(bromomethyl)-benzaldehyde (0.940 g, 4.72 mmol) in dichloroethane (20 mL) was added L-leucine cyclopentyl ester tosylate (2.40 g, 6.4 mmol) and sodium triacetoxyborohydride (2.53 g, 11.9 mmol). The reaction mixture was stirred for 1 hour then poured into ethyl acetate (300 mL). The organic fraction was washed with saturated sodium hydrogen carbonate (100 mL, 3 times 50 mL) then dried (MgSO4), concentrated and purified by flash column chromatography (SiO2, gradient 0-3% methano... Reactants: O=C([O-])[O-], CCN(CC)C(=O)c1ccc(C(Br)=C2CCN(Cc3ccccc3)CC2)cc1, Cc1ccccc1, CCO, [Na+], [Na+], [Pd], c1ccc(P(c2ccccc2)c2ccccc2)cc1, c1ccc(P(c2ccccc2)c2ccccc2)cc1, c1ccc(P(c2ccccc2)c2ccccc2)cc1, c1ccc(P(c2ccccc2)c2ccccc2)cc1, OB(O)c1cccc2cccnc12. Product: CCN(CC)C(=O)c1ccc(C(=C2CCN(Cc3ccccc3)CC2)c2cccc3cccnc23)cc1. As a reaction SMILES: [C:42](=[O:43])([O-:44])[O-:45].[CH2:1]([CH3:2])[N:3]([C:4]([c:5]1[cH:6][cH:7][c:8]([C:11](=[C:12]2[CH2:13][CH2:14][N:15]([CH2:18][c:19]3[cH:20][cH:21][cH:22][cH:23][cH:24]3)[CH2:16][CH2:17]2)[Br:25])[cH:9][cH:10]1)=[O:26])[CH2:27][CH3:28].[CH3:48][c:49]1[cH:50][cH:51][cH:52][cH:53][cH:54]1.[CH3:55][CH2:56][OH:57].[Na+:46].[Na+:47].[Pd:58].[c:116]1([P:117]([c:118]2[cH:119][cH:120][cH:121][cH:122][cH:123]2)[c:124]2[cH:125][cH:126][cH:127][cH:128][cH:129]2)[cH:130][cH:131][cH:132][cH:133][cH:134]1.[c:59]1([P:60]([c:61]2[cH:62][cH:63][cH:64][cH:65][cH:66]2)[c:67]2[cH:68][cH:69][cH:70][cH:71][cH:72]2)[cH:73][cH:74][cH:75][cH:76][cH:77]1.[c:78]1([P:79]([c:80]2[cH:81][cH:82][cH:83][cH:84][cH:85]2)[c:86]2[cH:87][cH:88][cH:89][cH:90][cH:91]2)[cH:92][cH:93][cH:94][cH:95][cH:96]1.[c:97]1([P:98]([c:99]2[cH:100][cH:101][cH:102][cH:103][cH:104]2)[c:105]2[cH:106][cH:107][cH:108][cH:109][cH:110]2)[cH:111][cH:112][cH:113][cH:114][cH:115]1.[n:29]1[cH:30][cH:31][cH:32][c:33]2[cH:34][cH:35][cH:36][c:37]([B:39]([OH:40])[OH:41])[c:38]12>>[CH2:1]([CH3:2])[N:3]([C:4]([c:5]1[cH:6][cH:7][c:8]([C:11](=[C:12]2[CH2:13][CH2:14][N:15]([CH2:18][c:19]3[cH:20][cH:21][cH:22][cH:23][cH:24]3)[CH2:16][CH2:17]2)[c:37]2[cH:36][cH:35][cH:34][c:33]3[cH:32][cH:31][cH:30][n:29][c:38]32)[cH:9][cH:10]1)=[O:26])[CH2:27][CH3:28].